From a dataset of the Open Reaction Database (ORD), a public repository of structured organic reaction records. describe an organic reaction: reactants, conditions, products, and yield The reactants are COC1=CC=2CC[C@@H]3[C@H](CC[C@@]4(C5(CC[C@@H]34)OCCO5)C)C2C=C1 (3-methoxy-13β-methyl-17,17-(ethylenedioxy)gona-1,3,5(10)-triene), CC1=NC(=CC=C1)C (2,6-dimethylpyridine). Reagents/catalysts: Cl(=O)(=O)(=O)[O-].C(C)[N+](CC)(CC)CC (tetraethylammonium perchlorate). Run in CN(C=O)C (N,N-dimethylformamide), CO (methanol). Run at time 55 minute. Product: COC1=CC=2CC[C@@H]3C(=CC[C@@]4(C5(CC[C@@H]34)OCCO5)C)C2C=C1 (3-methoxy-13β-methyl-17,17-(ethylenedioxy)gona-1,3,5-(10),9(11)-tetraene). Yield: 78.7%. As a reaction SMILES: [CH3:1][O:2][C:3]1[CH:24]=[CH:23][C:22]2[C@H:9]3[CH2:10][CH2:11][C@@:12]4([CH3:21])[C@H:16]([C@@H:8]3[CH2:7][CH2:6][C:5]=2[CH:4]=1)[CH2:15][CH2:14][C:13]14[O:20][CH2:19][CH2:18][O:17]1.CC1C=CC=C(C)N=1>Cl([O-])(=O)(=O)=O.C([N+](CC)(CC)CC)C.CN(C)C=O.CO>[CH3:1][O:2][C:3]1[CH:24]=[CH:23][C:22]2[C:9]3=[CH:10][CH2:11][C@@:12]4([CH3:21])[C@H:16]([C@@H:8]3[CH2:7][CH2:6][C:5]=2[CH:4]=1)[CH2:15][CH2:14][C:13]14[O:17][CH2:18][CH2:19][O:20]1 |f:2.3|. Procedure details: A solution of 2.3 grams of 3-methoxy-13β-methyl-17,17-(ethylenedioxy)gona-1,3,5(10)-triene, 1.1 milliliters of 2,6-dimethylpyridine, and 1.4 grams of tetraethylammonium perchlorate in 45 milliliters of N,N-dimethylformamide and 50 milliliters of methanol was electrolyzed between the same pair of electrodes that were described in Example 1, spaced from each other at a distance of 1.5 centimeters, with a current of 600 milliamperes for a period of 55 minutes. At the end of the electrolysis all tra... The reactants are BrC1=CC=C(C=C1)B1OC(C(O1)(C)C)(C)C (2-(4-bromophenyl)-4,4,5,5-tetramethyl-1,3,2-dioxaborolane), C([O-])([O-])=O.[K+].[K+] (potassium carbonate), N1(CCNCC1)C(=O)OC(C)(C)C (tert-Butyl 1-piperazinecarboxylate). Solvent: CN(C)C=O (DMF). Reaction conditions: time 2 hour. Yields the product CC1(OB(OC1(C)C)C1=CC=C(CN2CCN(CC2)C(=O)OC(C)(C)C)C=C1)C (tert-butyl 4-(4-(4,4,5,5-tetramethyl-1,3,2-dioxaborolan-2-yl)benzyl)piperazine-1-carboxylate). RXN SMILES: Br[C:2]1[CH:7]=[CH:6][C:5]([B:8]2[O:12][C:11]([CH3:14])([CH3:13])[C:10]([CH3:16])([CH3:15])[O:9]2)=[CH:4][CH:3]=1.[C:17](=O)([O-])[O-].[K+].[K+].[N:23]1([C:29]([O:31][C:32]([CH3:35])([CH3:34])[CH3:33])=[O:30])[CH2:28][CH2:27][NH:26][CH2:25][CH2:24]1>CN(C=O)C>[CH3:15][C:10]1([CH3:16])[C:11]([CH3:14])([CH3:13])[O:12][B:8]([C:5]2[CH:6]=[CH:7][C:2]([CH2:17][N:26]3[CH2:27][CH2:28][N:23]([C:29]([O:31][C:32]([CH3:35])([CH3:34])[CH3:33])=[O:30])[CH2:24][CH2:25]3)=[CH:3][CH:4]=2)[O:9]1 |f:1.2.3|. Procedure: To a stirred mixture of 2-(4-bromophenyl)-4,4,5,5-tetramethyl-1,3,2-dioxaborolane (0.114 g, 0.4 mmol) and potassium carbonate (0.060 g, 0.43 mmol) in DMF (3 mL) was added tert-Butyl 1-piperazinecarboxylate (0.071 g, 0.4 mmol) and the resulting reaction mixture stirred at room temperature for 2 hours. The solvent was removed in vacuo and the crude tert-butyl 4-(4-(4,4,5,5-tetramethyl-1,3,2-dioxaborolan-2-yl)benzyl)piperazine-1-carboxylate obtained was used without further purification. LCMS (1) R...